Dataset: the Open Reaction Database (ORD), a public repository of structured organic reaction records. Task: describe an organic reaction: reactants, conditions, products, and yield The reactants are O (water), C[O-].[Na+] (Sodium methoxide), BrC1=C(C=CC(=C1)F)C(=O)C1=CC=C(C=C1)CC ((2-bromo-4-fluoro-phenyl)-(4-ethyl-phenyl)-methanone), C[O-].[Na+] (sodium methoxide). Run in CN(C)C=O (DMF). Reaction conditions: time 3 hour. Yields the product BrC1=C(C=CC(=C1)OC)C(=O)C1=CC=C(C=C1)CC ((2-Bromo-4-methoxy-phenyl)-(4-ethyl-phenyl)-methanone). Reaction SMILES: [CH3:1][O-:2].[Na+].[Br:4][C:5]1[CH:10]=[C:9](F)[CH:8]=[CH:7][C:6]=1[C:12]([C:14]1[CH:19]=[CH:18][C:17]([CH2:20][CH3:21])=[CH:16][CH:15]=1)=[O:13].O>CN(C=O)C>[Br:4][C:5]1[CH:10]=[C:9]([O:2][CH3:1])[CH:8]=[CH:7][C:6]=1[C:12]([C:14]1[CH:19]=[CH:18][C:17]([CH2:20][CH3:21])=[CH:16][CH:15]=1)=[O:13] |f:0.1|. Procedure: Sodium methoxide (10.5 g) is added portionwise to (2-bromo-4-fluoro-phenyl)-(4-ethyl-phenyl)-methanone (43.0 g) dissolved in DMF (200 mL). The solution is stirred overnight, before another portion of sodium methoxide (5.5 g) is added. After another 3 h of stirring, water is added and the resulting mixture is extracted with ethyl acetate. The organic phase is dried (sodium sulphate), the solvent is removed and the residue is chromatographed on silica gel (cyclohexane/ethyl acetate 20:1->9:1). Reactants: C(C1=CC=CC=C1)N1CC2=CC=C(C=C2C1)Br (2-benzyl-5-bromo-2,3-dihydro-1H-isoindole), O1CC(CC1)=O (tetrahydrofuran-3-one). Product: C(C1=CC=CC=C1)N1CC2=CC=C(C=C2C1)C1(COCC1)O (3-(2-Benzyl-2,3-Dihydro-1H-isoindol-5-yl)-tetrahydro-furan-3-ol). Reaction SMILES: [CH2:1]([N:8]1[CH2:16][C:15]2[C:10](=[CH:11][CH:12]=[C:13](Br)[CH:14]=2)[CH2:9]1)[C:2]1[CH:7]=[CH:6][CH:5]=[CH:4][CH:3]=1.[O:18]1[CH2:22][CH2:21][C:20](=[O:23])[CH2:19]1>>[CH2:1]([N:8]1[CH2:16][C:15]2[C:10](=[CH:11][CH:12]=[C:13]([C:20]3([OH:23])[CH2:21][CH2:22][O:18][CH2:19]3)[CH:14]=2)[CH2:9]1)[C:2]1[CH:7]=[CH:6][CH:5]=[CH:4][CH:3]=1. Procedure details: Prepared in analogy to Example A62(b) from 2-benzyl-5-bromo-2,3-dihydro-1H-isoindole (Example A62(a)) and tetrahydrofuran-3-one. Brown oil. MS (m/e): 296.4 ([M+H]+, 100%). Reactants: COCOCCCC=O (4-(methoxymethyloxy)butanal), N1CCCCC1 (piperidine), C1(=CC=C(C=C1)S(=O)(=O)O)C (p-toluene-sulfonic acid), CC(C)([O-])C.[K+] (potassium t-butoxide), C(C=C)Br (allyl bromide). Solvent: C1=CC=CC=C1 (benzene), C1CCOC1 (THF). Conditions: temperature 0 celsius, time 48 hour. Yields the product O[C@H]1OC2=C([C@@H]1CCOCOC)C=C(C=C2)OCC=C ((2S*,3S*)-2-Hydroxy-3-(3,5-dioxahexyl)-5-(2-propenyloxy)-2,3-dihydrobenzofuran). The yield is 827.9%. As a reaction SMILES: [CH3:1][O:2][CH2:3][O:4][CH2:5][CH2:6][CH2:7][CH:8]=[O:9].N1[CH2:15][CH2:14][CH2:13]CC1.C1(C)C=CC(S(O)(=O)=[O:23])=CC=1.C[C:28]([CH3:31])([O-:30])[CH3:29].[K+].[CH2:33](Br)[CH:34]=[CH2:35]>C1C=CC=CC=1.C1COCC1>[OH:9][C@@H:8]1[C@@H:7]([CH2:6][CH2:5][O:4][CH2:3][O:2][CH3:1])[C:33]2[CH:29]=[C:28]([O:30][CH2:15][CH:14]=[CH2:13])[CH:31]=[CH:35][C:34]=2[O:23]1 |f:3.4|. Procedure details: A solution of 6.80 g (51.1 mmole) of 4-(methoxymethyloxy)butanal, 5.10 g, (60 mmole) of piperidine and 0.5 g (2.9 mmole) of p-toluene-sulfonic acid in 200 mL of benzene was heated at reflux in a 500 mL flask that had been fitted with a Dean-Stark condenser. After 4 h the solution was cooled and concentrated under reduced pressure. The residue was dissolved in 50 mL of benzene and the solution was added dropwise to 500 mL flask containing a rapidly stirring solution of 5.40 g (50 mmole) of freshl...